From a dataset of the Open Reaction Database (ORD), a public repository of structured organic reaction records. describe an organic reaction: reactants, conditions, products, and yield Starting materials: N1=C(C=CC=C1)SSCCC(=O)NCCN1C=NC(=C1)CCNC(=O)OCC[Si](C)(C)C (1-(N-(3-(2-pyridyldithio)propionyl)-2-aminoethyl)-4-(N-(2-trimethylsilylethyloxycarbonyl)-2-aminoethyl)imidazole), Cl (HCl). Run in C(C)#N (acetonitrile). Product: Cl.Cl.Cl.N1=C(C=CC=C1)SSCCC(=O)NCCN1C=NC(=C1)CCN (1-(N-(3-(2-pyridyldithio)propionyl)-2-aminoethyl)-4-(2-aminoethyl)imidazole trihydrochloride). Reaction SMILES: [N:1]1[CH:6]=[CH:5][CH:4]=[CH:3][C:2]=1[S:7][S:8][CH2:9][CH2:10][C:11]([NH:13][CH2:14][CH2:15][N:16]1[CH:20]=[C:19]([CH2:21][CH2:22][NH:23]C(OCC[Si](C)(C)C)=O)[N:18]=[CH:17]1)=[O:12].[ClH:33]>C(#N)C>[ClH:33].[ClH:33].[ClH:33].[N:1]1[CH:6]=[CH:5][CH:4]=[CH:3][C:2]=1[S:7][S:8][CH2:9][CH2:10][C:11]([NH:13][CH2:14][CH2:15][N:16]1[CH:20]=[C:19]([CH2:21][CH2:22][NH2:23])[N:18]=[CH:17]1)=[O:12] |f:3.4.5.6|. Procedure: 6.6 mg (13.4 μmol) of compound IV is hydrolyzed for 2.5 hours in 0.5 ml of acetonitrile containing 76 μl of conc. HCl, to thus form compound V. The pH of the reaction solution is raised to 7.2 by addition of 500 μl of 0.1M phosphate buffer and solid NaHCO3. Gaseous nitrogen is bubbled through the solution. Then the solution is added to a slurry of 100 mg of thiopropyl Sephadex® G-50 containing 11.4 μmol of SH groups in 0.1M phosphate buffer pH 7.2. The mixture is agitated in a rotary mixer for 2... Reactants: CCOC(=O)c1c(C(C)C)c[nH]c1C, ClCCl, O=C1CCC(=O)N1I. Product: CCOC(=O)c1c(C)[nH]c(I)c1C(C)C. Reaction SMILES: [CH:1]([CH3:2])([CH3:3])[c:4]1[c:5]([C:10](=[O:11])[O:12][CH2:13][CH3:14])[c:6]([CH3:9])[nH:7][cH:8]1.[Cl:23][CH2:24][Cl:25].[I:15][N:16]1[C:17](=[O:18])[CH2:19][CH2:20][C:21]1=[O:22]>>[CH:1]([CH3:2])([CH3:3])[c:4]1[c:5]([C:10](=[O:11])[O:12][CH2:13][CH3:14])[c:6]([CH3:9])[nH:7][c:8]1[I:15]. Starting materials: FC=1C=C2C(=CN(C2=CC1)S(=O)(=O)C1=CC=C(C=C1)C)S(=O)(=O)Cl (5-fluoro-3-chlorosulfonyl-1-(toluene-4-sulfonyl)-1H-indole), N1CCOCC1 (morpholine). Run in C(Cl)Cl (DCM), O (water). Run at time 5 hour. Product: FC=1C=C2C(=CN(C2=CC1)S(=O)(=O)C1=CC=C(C=C1)C)S(=O)(=O)N1CCOCC1 (5-fluoro-3-(morpholine-4-sulfonyl)-1-(toluene-4-sulfonyl)-1H-indole). Yield: 100.0%. RXN SMILES: [F:1][C:2]1[CH:3]=[C:4]2[C:8](=[CH:9][CH:10]=1)[N:7]([S:11]([C:14]1[CH:19]=[CH:18][C:17]([CH3:20])=[CH:16][CH:15]=1)(=[O:13])=[O:12])[CH:6]=[C:5]2[S:21](Cl)(=[O:23])=[O:22].[NH:25]1[CH2:30][CH2:29][O:28][CH2:27][CH2:26]1>C(Cl)Cl.O>[F:1][C:2]1[CH:3]=[C:4]2[C:8](=[CH:9][CH:10]=1)[N:7]([S:11]([C:14]1[CH:19]=[CH:18][C:17]([CH3:20])=[CH:16][CH:15]=1)(=[O:13])=[O:12])[CH:6]=[C:5]2[S:21]([N:25]1[CH2:30][CH2:29][O:28][CH2:27][CH2:26]1)(=[O:23])=[O:22]. Reported procedure: A solution of 5-fluoro-3-chlorosulfonyl-1-(toluene-4-sulfonyl)-1H-indole (1 g) in DCM is added to a solution of morpholine (2.26 mL) in water (50 mL) and stirred at rt for 5 h. The organic phase is separated and washed water, brine and dried (MgSO4), filtered and concentrated in vacuo to afford 5-fluoro-3-(morpholine-4-sulfonyl)-1-(toluene-4-sulfonyl)-1H-indole (1.3 g, 100%). MS: 439 (M+H). The reactants are ClC1=CC=C(C=C1)CC(=O)NN1N=C(C2=CC=CC=C2C1=O)C(C(=O)OCC)C (ethyl 2-(3-{[(4-chlorophenyl)acetyl]amino}-4-oxo-3,4-dihydrophthalazin-1-yl)propanoate), CO (MeOH), [OH-].[Na+] (NaOH). Solvent: C1CCOC1 (THF), O (water). Conditions: time 16 hour. The product is ClC1=CC=C(C=C1)CC(=O)NN1N=C(C2=CC=CC=C2C1=O)C(C(=O)O)C (2-(3-{[(4-chlorophenyl)acetyl]amino}-4-oxo-3,4-dihydrophthalazin-1-yl)propanoic acid). As a reaction SMILES: [Cl:1][C:2]1[CH:7]=[CH:6][C:5]([CH2:8][C:9]([NH:11][N:12]2[C:21](=[O:22])[C:20]3[C:15](=[CH:16][CH:17]=[CH:18][CH:19]=3)[C:14]([CH:23]([CH3:29])[C:24]([O:26]CC)=[O:25])=[N:13]2)=[O:10])=[CH:4][CH:3]=1.CO.[OH-].[Na+]>C1COCC1.O>[Cl:1][C:2]1[CH:3]=[CH:4][C:5]([CH2:8][C:9]([NH:11][N:12]2[C:21](=[O:22])[C:20]3[C:15](=[CH:16][CH:17]=[CH:18][CH:19]=3)[C:14]([CH:23]([CH3:29])[C:24]([OH:26])=[O:25])=[N:13]2)=[O:10])=[CH:6][CH:7]=1 |f:2.3|. Reported procedure: To a solution of the product from Example 109C (1.4 g, 3.4 mmol) in THF (8 mL), water (4 mL), and MeOH (8 mL) was added 5M NaOH (3.4 mL, 17 mmol). After stirring at room temperature for 16 hours, the reaction mixture was concentrated to half the volume, diluted to 10 mL (water), washed with DCM, acidified to pH˜2 with aq 3N HCl, and filtered to obtain the precipitated product: 1H NMR (300 MHz, DMSO-d6) δ 12.72 (s, 1H), 11.60 (s, 1H), 8.33 (d, J=7.7, 1H), 8.03-7.97 (m, 2H), 7.91 (ddd, J=8.2, 6.7,... Reactants: CCOC(=O)C(C#N)c1cccc(Oc2ccccc2C)c1OC, CI, [H-], [Na+]. Yields the product CCOC(=O)C(C)(C#N)c1cccc(Oc2ccccc2C)c1OC. RXN SMILES: [C:3](#[N:4])[CH:5]([C:6](=[O:7])[O:8][CH2:9][CH3:10])[c:11]1[c:12]([O:25][CH3:26])[c:13]([O:17][c:18]2[c:19]([CH3:24])[cH:20][cH:21][cH:22][cH:23]2)[cH:14][cH:15][cH:16]1.[CH3:27][I:28].[H-:1].[Na+:2]>>[C:3](#[N:4])[C:5]([C:6](=[O:7])[O:8][CH2:9][CH3:10])([c:11]1[c:12]([O:25][CH3:26])[c:13]([O:17][c:18]2[c:19]([CH3:24])[cH:20][cH:21][cH:22][cH:23]2)[cH:14][cH:15][cH:16]1)[CH3:27]. Starting materials: Cc1ccc(Br)cc1, CC(C)(C)[O-], Cc1ccccc1, Cc1cccc(Cl)c1N, [Na+]. Yields the product Cc1ccc(Nc2c(C)cccc2Cl)cc1. Reaction SMILES: [Br:10][c:11]1[cH:12][cH:13][c:14]([CH3:17])[cH:15][cH:16]1.[CH3:18][C:19]([CH3:20])([O-:21])[CH3:22].[CH3:24][c:25]1[cH:26][cH:27][cH:28][cH:29][cH:30]1.[Cl:1][c:2]1[c:3]([NH2:4])[c:5]([CH3:9])[cH:6][cH:7][cH:8]1.[Na+:23]>>[Cl:1][c:2]1[c:3]([NH:4][c:11]2[cH:12][cH:13][c:14]([CH3:17])[cH:15][cH:16]2)[c:5]([CH3:9])[cH:6][cH:7][cH:8]1. The reactants are C(C)C=1C=CC(=NC1)C (5-ethyl-2-methyl-pyridine), ClC1=CC(=CC=C1)C(=O)OO (m-chloroperbenzoic acid), [OH-].[Na+] (sodium hydroxide). Solvent: ClCCl (dichloromethane). Run at temperature 0 celsius, time 2.5 hour. Yields the product C(C)C=1C=CC(=NC1)C=O (5-ethyl-pyridine-2-carboxaldehyde). Yield: 20.0%. As a reaction SMILES: [CH2:1]([C:3]1[CH:4]=[CH:5][C:6]([CH3:9])=[N:7][CH:8]=1)[CH3:2].ClC1C=CC=C(C(OO)=[O:18])C=1.[OH-].[Na+]>ClCCl>[CH2:1]([C:3]1[CH:4]=[CH:5][C:6]([CH:9]=[O:18])=[N:7][CH:8]=1)[CH3:2] |f:2.3|. Reported procedure: In dichloromethane (25.0 ml), 5-ethyl-2-methyl-pyridine (manufactured by Tokyo Kasei Kogyo Co., Ltd.) (2.31 g) was dissolved. After having been cooled to 0° C., the reaction solution was added with m-chloroperbenzoic acid (4.43 g) and the whole was stirred at room temperature for 2.5 hours. The reaction solution was added with a 1 mol/l sodium hydroxide aqueous solution and then subjected to extraction with chloroform. Subsequently, the organic layer was washed with a saturated saline solution a... Yields the product COC1=CC=C(C=C1)C1=CC=C(C=C1)SCC(=O)O (2-(4′-methoxy-biphenyl-4-ylsulfanyl)-acetic acid), compounds. Reported procedure: was acylated with (3,5-dimethyl-phenylsulfanyl)acetic acid, with pyridin-4-ylsulfanyl-acetic acid, with 2-(biphenyl-4-ylsulfanyl)-acetic acid, and with 2-(4′-methoxy-biphenyl-4-ylsulfanyl)-acetic acid, respectively, to give the following compounds as pale-yellow solids: Reaction SMILES: CC1C=C(SC[C:11](O)=[O:12])C=C(C)C=1.N1C=CC(SCC(O)=O)=CC=1.[C:25]1([C:36]2[CH:41]=[CH:40][CH:39]=[CH:38][CH:37]=2)[CH:30]=[CH:29][C:28]([S:31][CH2:32][C:33]([OH:35])=[O:34])=[CH:27][CH:26]=1>>[CH3:11][O:12][C:39]1[CH:38]=[CH:37][C:36]([C:25]2[CH:30]=[CH:29][C:28]([S:31][CH2:32][C:33]([OH:35])=[O:34])=[CH:27][CH:26]=2)=[CH:41][CH:40]=1. Reactants: C1(=CC=C(C=C1)SCC(=O)O)C1=CC=CC=C1 (2-(biphenyl-4-ylsulfanyl)-acetic acid), CC=1C=C(C=C(C1)C)SCC(=O)O ((3,5-dimethyl-phenylsulfanyl)acetic acid), N1=CC=C(C=C1)SCC(=O)O (pyridin-4-ylsulfanyl-acetic acid). The reactants are Cl.Cl.N[C@@H](CCCCN)C(=O)O (L-lysine dihydrochloride), CC1=CC=C(C=C1)S(=O)(=O)Cl (4-methylbenzenesulfonyl chloride). The solvent is C1CCOC1 (THF), C(=O)([O-])[O-].[K+].[K+] (K2CO3). Reaction conditions: time 2 hour. Yields the product CC1=CC=C(C=C1)S(=O)(=O)N[C@@H](CCCCNS(=O)(=O)C1=CC=C(C=C1)C)C(=O)O (Nα,Nε-di-(4-Methylbenzenesulfonyl)-L-lysine). Isolated yield 75.0%. As a reaction SMILES: Cl.Cl.[NH2:3][C@H:4]([C:10]([OH:12])=[O:11])[CH2:5][CH2:6][CH2:7][CH2:8][NH2:9].[CH3:13][C:14]1[CH:19]=[CH:18][C:17]([S:20](Cl)(=[O:22])=[O:21])=[CH:16][CH:15]=1>C1COCC1.C([O-])([O-])=O.[K+].[K+]>[CH3:13][C:14]1[CH:19]=[CH:18][C:17]([S:20]([NH:3][C@H:4]([C:10]([OH:12])=[O:11])[CH2:5][CH2:6][CH2:7][CH2:8][NH:9][S:20]([C:17]2[CH:18]=[CH:19][C:14]([CH3:13])=[CH:15][CH:16]=2)(=[O:22])=[O:21])(=[O:22])=[O:21])=[CH:16][CH:15]=1 |f:0.1.2,5.6.7|. Procedure: To a stirred solution of L-lysine dihydrochloride (1 mmol) in a mixture of THF and 1M K2CO3 (3 mL/3 mL) was added 4-methylbenzenesulfonyl chloride (381 mg, 2.00 mmol). The reaction mixture was stirred for 2 h and then quenched with 1N HCl and extracted twice with EtOAc. The combined organic extracts were dried over MgSO4 and concentrated. The crude was purified by flash chromatography using hexane/EtOAc/AcOH (30:69.4/0.6) to give 75% of the desired product. The reactants are CC(C)(C)OC(=O)N1CCC(=O)CC1, [BH3-]C#N, C1CCOC1, CC(=O)O, Cc1ccccc1, Nc1ccc(Cl)cc1CO, [Na+], O. Yields the product CC(C)(C)OC(=O)N1CCC(Nc2ccc(Cl)cc2CO)CC1. As a reaction SMILES: [C:1]([CH3:2])([CH3:3])([CH3:4])[O:5][C:6](=[O:7])[N:8]1[CH2:9][CH2:10][C:11](=[O:14])[CH2:12][CH2:13]1.[C:29]([BH3-:30])#[N:31].[CH2:40]1[O:41][CH2:42][CH2:43][CH2:44]1.[CH3:25][C:26](=[O:27])[OH:28].[CH3:33][c:34]1[cH:35][cH:36][cH:37][cH:38][cH:39]1.[NH2:15][c:16]1[c:17]([CH2:18][OH:19])[cH:20][c:21]([Cl:24])[cH:22][cH:23]1.[Na+:32].[OH2:45]>>[C:1]([CH3:2])([CH3:3])([CH3:4])[O:5][C:6](=[O:7])[N:8]1[CH2:9][CH2:10][CH:11]([NH:15][c:16]2[c:17]([CH2:18][OH:19])[cH:20][c:21]([Cl:24])[cH:22][cH:23]2)[CH2:12][CH2:13]1.